describe an organic reaction: reactants, conditions, products, and yield From a dataset of the Open Reaction Database (ORD), a public repository of structured organic reaction records. Reactants: Cl (HCl), OC=1C(=CNC(C1)=O)C#N (4-hydroxy-6-oxo-1,6-dihydropyridine-3-carbonitrile), CS(=O)(=O)C1=CC=CC=C1 (methylsulfonylbenzene), COC1=CC=NC2=C3N=CC=C(C3=CC=C12)OC (4,7-dimethoxy-1,10-phenanthroline), C([O-])([O-])=O.[K+].[K+] (potassium carbonate). The reagents and catalysts are [Cu]I (copper(I) iodide). Run in O (H2O), CS(=O)C (DMSO). Reaction conditions: temperature 190 celsius. The product is OC=1C(=CN(C(C1)=O)C1=CC=C(C=C1)S(=O)(=O)C)C#N (4-hydroxy-1-(4-(methylsulfonyl)phenyl)-6-oxo-1,6-dihydropyridine-3-carbonitrile). The yield is 5.7%. Reaction SMILES: [OH:1][C:2]1[C:3]([C:9]#[N:10])=[CH:4][NH:5][C:6](=[O:8])[CH:7]=1.[CH3:11][S:12]([C:15]1[CH:20]=[CH:19][CH:18]=[CH:17][CH:16]=1)(=[O:14])=[O:13].COC1C2C(=C3C(=CC=2)C(OC)=CC=N3)N=CC=1.C(=O)([O-])[O-].[K+].[K+].Cl>CS(C)=O.[Cu]I.O>[OH:1][C:2]1[C:3]([C:9]#[N:10])=[CH:4][N:5]([C:18]2[CH:19]=[CH:20][C:15]([S:12]([CH3:11])(=[O:14])=[O:13])=[CH:16][CH:17]=2)[C:6](=[O:8])[CH:7]=1 |f:3.4.5|. Procedure details: A mixture of 4-hydroxy-6-oxo-1,6-dihydropyridine-3-carbonitrile (200 mg, 1.469 mmol, Medinoah), 1-bromo-4-(methylsulfonylbenzene (345 mg, 1.469 mmol), 4,7-dimethoxy-1,10-phenanthroline (70.6 mg, 0.294 mmol), copper(I) iodide (56.0 mg, 0.294 mmol) and potassium carbonate (609 mg, 4.41 mmol) in DMSO (3 mL) was heated at 190° C. To the reaction mixture was added H2O (10 mL) and the pH adjusted to ˜2 using with 1N HCl. The resulting aqueous mixture was extracted with EtOAc (40 mL, 2×). The combined ...